From a dataset of the Open Reaction Database (ORD), a public repository of structured organic reaction records. describe an organic reaction: reactants, conditions, products, and yield Reactants: ClC1=C(C(=CC(=C1)Cl)Cl)\C=C(/C)\[N+](=O)[O-] (1,3,5-trichloro-2-((E)-2-nitro-propenyl)-benzene), Cl (HCl), O (H2O), Cl (HCl). The reagents and catalysts are [Fe] (iron), [Fe] (iron). Run in CO (MeOH). Reaction conditions: temperature 70 celsius, time 1 hour. The product is ClC1=C(C(=CC(=C1)Cl)Cl)CC(C)=O (1-(2,4,6-Trichloro-phenyl)-propan-2-one). Isolated yield 83.3%. RXN SMILES: [Cl:1][C:2]1[CH:7]=[C:6]([Cl:8])[CH:5]=[C:4]([Cl:9])[C:3]=1/[CH:10]=[C:11](/[N+]([O-])=O)\[CH3:12].Cl.[OH2:17]>CO.[Fe]>[Cl:1][C:2]1[CH:7]=[C:6]([Cl:8])[CH:5]=[C:4]([Cl:9])[C:3]=1[CH2:10][C:11](=[O:17])[CH3:12]. Procedure details: To the stirred solution of 1,3,5-trichloro-2-((E)-2-nitro-propenyl)-benzene (5 g, 18.72 mmol) in H2O (20 ml) and MeOH (60 ml), iron powder (2.355 g, 42.12 mmoles) and conc. HCl (11.5 ml, 112 mmol) was added at ambient temperature under nitrogen environment. The reaction mixture was stirred at 70° C. for 1 hour. After 1 hour additional iron powder (2.355 g, 42.12 mmoles) and conc. HCl (11.5 ml, 112 mmol) was added, while stirring was continued for 2 hours at 70° C. After completion of the reactio...